From a dataset of the Open Reaction Database (ORD), a public repository of structured organic reaction records. describe an organic reaction: reactants, conditions, products, and yield The reactants are Cl (hydrochloric acid), C(C1=CC=CC=C1)C(C=CC)P(OCC)(=O)OCC (diethyl 1-benzyl-2-butenephosphonate), ice water, ice water, [H-].[Al+3].[Li+].[H-].[H-].[H-] (lithium aluminum hydride), [H-].[Al+3].[Li+].[H-].[H-].[H-] (lithium aluminum hydride). Run in CCOCC (ether). Reaction conditions: time 2 hour. Yields the product C1(=CC=CC=C1)CC=CCC (1-phenyl-2-pentene). Yield: 88.9%. As a reaction SMILES: [CH2:1]([CH:8](P(OCC)(=O)OCC)[CH:9]=[CH:10][CH3:11])[C:2]1[CH:7]=[CH:6][CH:5]=[CH:4][CH:3]=1.[H-].[Al+3].[Li+].[H-].[H-].[H-].Cl>CCOCC>[C:2]1([CH2:1][CH:8]=[CH:9][CH2:10][CH3:11])[CH:7]=[CH:6][CH:5]=[CH:4][CH:3]=1 |f:1.2.3.4.5.6|. Procedure: 1.4 g (5 millimols) of diethyl 1-benzyl-2-butenephosphonate (a mixture of trans- and cis-forms) was dissolved in 10 ml. of dry ether, and the solution was stirred while being cooled with ice water. To the resulting solution was added 110 mg of lithium aluminum hydride, and the mixture was continued to be stirred. In about 2 hours, the reaction mixture was cooled with ice water, and with stirring, dilute hydrochloric acid was gradually added dropwise to decompose excess lithium aluminum hydride. ... Reactants: C(C)C(CC)NC1=C(C(=NC(=C1)C)OC1=C(C=C(C=C1C)C)C)CC#N ([4-(1-ethyl-propylamino)-6-methyl-2-(2,4,6-trimethyl-phenoxy)-pyridin-3-yl]-acetonitrile), P(O)(O)(O)=O (phosphoric acid), [OH-].[Na+] (NaOH). Run in O (water). Yields the product C(C)C(CC)N1C(CC=2C(=NC(=CC21)C)OC2=C(C=C(C=C2C)C)C)=O (1-(1-Ethyl-propyl)-6-methyl-4-(2,4,6-trimethyl-phenoxy)-1,3-dihydro-pyrrolo [3,2-c]-pyridin-2-one). Isolated yield 92.2%. As a reaction SMILES: [CH2:1]([CH:3]([NH:6][C:7]1[CH:12]=[C:11]([CH3:13])[N:10]=[C:9]([O:14][C:15]2[C:20]([CH3:21])=[CH:19][C:18]([CH3:22])=[CH:17][C:16]=2[CH3:23])[C:8]=1[CH2:24][C:25]#N)[CH2:4][CH3:5])[CH3:2].P(=O)(O)(O)[OH:28].[OH-].[Na+]>O>[CH2:1]([CH:3]([N:6]1[C:7]2[CH:12]=[C:11]([CH3:13])[N:10]=[C:9]([O:14][C:15]3[C:20]([CH3:21])=[CH:19][C:18]([CH3:22])=[CH:17][C:16]=3[CH3:23])[C:8]=2[CH2:24][C:25]1=[O:28])[CH2:4][CH3:5])[CH3:2] |f:2.3|. Reported procedure: A mixture of [4-(1-ethyl-propylamino)-6-methyl-2-(2,4,6-trimethyl-phenoxy)-pyridin-3-yl]-acetonitrile (800 mg, 2.27 mmol), 6 ml of 85% phosphoric acid and 2 ml of water was heated at reflux for 2 hours and cooled to room temperature. The reaction mixture was neutralized with 2N NaOH and extracted twice with chloroform. The chloroform layer was dried and concentrated to give a yellow solid. The solid was purified through silica gel column chromatography using hexane to 6% ethyl acetate in hexane ... Starting materials: CCOC(=O)C1(c2ccccc2C#C[Si](CC)(CC)CC)CCN(Cc2ccccc2)CC1, CC(C)(C)[O-], CO, [K+]. Product: C#Cc1ccccc1C1(C(=O)OCC)CCN(Cc2ccccc2)CC1. RXN SMILES: [CH2:1]([CH3:2])[O:3][C:4](=[O:5])[C:6]1([c:19]2[c:20]([C:25]#[C:26][Si:27]([CH2:28][CH3:29])([CH2:30][CH3:31])[CH2:32][CH3:33])[cH:21][cH:22][cH:23][cH:24]2)[CH2:7][CH2:8][N:9]([CH2:12][c:13]2[cH:14][cH:15][cH:16][cH:17][cH:18]2)[CH2:10][CH2:11]1.[CH3:34][C:35]([CH3:36])([O-:37])[CH3:38].[CH3:40][OH:41].[K+:39]>>[CH2:1]([CH3:2])[O:3][C:4](=[O:5])[C:6]1([c:19]2[c:20]([C:25]#[CH:26])[cH:21][cH:22][cH:23][cH:24]2)[CH2:7][CH2:8][N:9]([CH2:12][c:13]2[cH:14][cH:15][cH:16][cH:17][cH:18]2)[CH2:10][CH2:11]1.